Dataset: the Open Reaction Database (ORD), a public repository of structured organic reaction records. Task: describe an organic reaction: reactants, conditions, products, and yield The reactants are OCC1=CC(=C(OC(C(=O)OC)C2=CC=CC=C2)C=C1)OC (methyl 2-(4-hydroxymethyl-2-methoxyphenoxy)-2-phenylacetate), C(Br)(Br)(Br)Br (carbon tetrabromide), C1(=CC=CC=C1)P(C1=CC=CC=C1)C1=CC=CC=C1 (triphenylphosphine). Solvent: C(Cl)Cl (CH2Cl2). Conditions: time 1.5 hour. Product: BrCC1=CC(=C(OC(C(=O)OC)C2=CC=CC=C2)C=C1)OC (methyl 2-(4-bromomethyl-2-methoxyphenoxy)-2-phenylacetate). Isolated yield 80.8%. Reaction SMILES: O[CH2:2][C:3]1[CH:20]=[CH:19][C:6]([O:7][CH:8]([C:13]2[CH:18]=[CH:17][CH:16]=[CH:15][CH:14]=2)[C:9]([O:11][CH3:12])=[O:10])=[C:5]([O:21][CH3:22])[CH:4]=1.C(Br)(Br)(Br)[Br:24].C1(P(C2C=CC=CC=2)C2C=CC=CC=2)C=CC=CC=1>C(Cl)Cl>[Br:24][CH2:2][C:3]1[CH:20]=[CH:19][C:6]([O:7][CH:8]([C:13]2[CH:18]=[CH:17][CH:16]=[CH:15][CH:14]=2)[C:9]([O:11][CH3:12])=[O:10])=[C:5]([O:21][CH3:22])[CH:4]=1. Procedure: To a cooled (0° C.) solution of 0.490 g (1.62 mmol) of the product of Step A dissolved in 8 mL of CH2Cl2 was added 0.673 g (2.03 mmol) of carbon tetrabromide and 0.531 g (2.03 mmol) of triphenylphosphine. The reaction mixture was stirred for 1.5 hours and was allowed to slowly warm to room temperature. The reaction mixture was then concentrated in vacuo, and purified on a silica gel flash chromatography column eluted with 15% ethyl acetate/hexane to afford 0.478 g (81%) of the title compound. Starting materials: dichlorobis-(triphenylphosphine)palladiumII, cuprous iodide, BrC1=CC=C(C=C1)C=1SC2=C(N1)C=CC=C2 (2-(4-bromophenyl)benzthiazole), C1(=CC=CC=C1)C#C (phenylacetylene). Reagents/catalysts: C1(=CC=CC=C1)P(C1=CC=CC=C1)C1=CC=CC=C1 (triphenylphosphine). Run in C(C)N(CC)CC (triethylamine). Conditions: temperature 25 celsius. Yields the product C1(=CC=CC=C1)C#CC1=CC=C(C=C1)C=1SC2=C(N1)C=CC=C2 (2-(4-Phenylethynylphenyl)benzthiazole). Yield: 79.2%. As a reaction SMILES: Br[C:2]1[CH:7]=[CH:6][C:5]([C:8]2[S:9][C:10]3[CH:16]=[CH:15][CH:14]=[CH:13][C:11]=3[N:12]=2)=[CH:4][CH:3]=1.[C:17]1([C:23]#[CH:24])[CH:22]=[CH:21][CH:20]=[CH:19][CH:18]=1>C(N(CC)CC)C.C1(P(C2C=CC=CC=2)C2C=CC=CC=2)C=CC=CC=1>[C:17]1([C:23]#[C:24][C:2]2[CH:7]=[CH:6][C:5]([C:8]3[S:9][C:10]4[CH:16]=[CH:15][CH:14]=[CH:13][C:11]=4[N:12]=3)=[CH:4][CH:3]=2)[CH:22]=[CH:21][CH:20]=[CH:19][CH:18]=1. Reported procedure: To a solution containing 2-(4-bromophenyl)benzthiazole (43.5 g 0.15 mol) and phenylacetylene (20 g, 0.19 mol) in 0.8 L of triethylamine was added the catalyst system consisting of dichlorobis-(triphenylphosphine)palladiumII (1 g), triphenylphosphine (0.3 g) and cuprous iodide (0.1 g). The reaction mixture was refluxed under a nitrogen atmosphere for 19 h. After cooling to 25° C., the reaction mixture was filtered and the filtrate poured into 3 L of water. The resulting light gray solid was isola... Starting materials: C1(CC1)N (Cyclopropylamine), ClC1=NC(=C2NC=NC2=N1)Cl (2,6-dichloropurine). The solvent is C(CCC)O (n-butanol). Reaction conditions: temperature 60 celsius, time 20 hour. The product is C1(CC1)NC1=C2NC=NC2=NC(=N1)Cl (6-cyclopropylamino-2-chloropurine). RXN SMILES: [CH:1]1([NH2:4])[CH2:3][CH2:2]1.[Cl:5][C:6]1[N:14]=[C:13]2[C:9]([NH:10][CH:11]=[N:12]2)=[C:8](Cl)[N:7]=1>C(O)CCC>[CH:1]1([NH:4][C:8]2[N:7]=[C:6]([Cl:5])[N:14]=[C:13]3[C:9]=2[NH:10][CH:11]=[N:12]3)[CH2:3][CH2:2]1. Procedure: Cyclopropylamine (6.65 g, 0.116M) and N,N-dfisopropylethylamine (20.8 ml, 0.116M) is added to a suspension of 2,6-dichloropurine (20 g,0.106M) in n-butanol (200 ml). The mixture is stirred at 60° C. for 20 hours. The mixture is cooled and the precipitate isolated by filtration, washed with n-butanol and dried under vacuum to give 6-cyclopropylamino-2-chloropurine; ES+ (M+1) 209.5; mp 249.7° C. dec. The reactants are [H][H] (hydrogen), C(C1=CC=CC=C1)OC1=NC=CC=C1C=CC1=CC=C(C(=O)OC)C=C1 (methyl 4-[2-(2-benzyloxypyrid-3-yl)ethenyl]benzoate). Reagents/catalysts: [Rh] (rhodium on alumina). Run in C(C)O (ethanol), C(C)O (ethanol). The product is C(C1=CC=CC=C1)OC1=NC=CC=C1CCC1=CC=C(C(=O)O)C=C1 (4-[2-(2-benzyloxypyrid-3-yl)ethyl]benzoic acid). The yield is 51.7%. Reaction SMILES: [CH2:1]([O:8][C:9]1[C:14]([CH:15]=[CH:16][C:17]2[CH:26]=[CH:25][C:20]([C:21]([O:23]C)=[O:22])=[CH:19][CH:18]=2)=[CH:13][CH:12]=[CH:11][N:10]=1)[C:2]1[CH:7]=[CH:6][CH:5]=[CH:4][CH:3]=1.[H][H]>C(O)C.[Rh]>[CH2:1]([O:8][C:9]1[C:14]([CH2:15][CH2:16][C:17]2[CH:18]=[CH:19][C:20]([C:21]([OH:23])=[O:22])=[CH:25][CH:26]=2)=[CH:13][CH:12]=[CH:11][N:10]=1)[C:2]1[CH:3]=[CH:4][CH:5]=[CH:6][CH:7]=1. Procedure details: A suspension of rhodium on alumina (5%, 0.1 g) in ethanol (20 ml) was flushed well with argon. A solution of the methyl 4-[2-(2-benzyloxypyrid-3-yl)ethenyl]benzoate (1.0 g, 2.9 mmol) in ethanol (60 ml) was added. The reaction was transferred to a manometer under an atmosphere of hydrogen and the reaction was stirred at ambient temperature until 1.4 equivalents hydrogen had been taken up. The reaction mixture was filtered and evaporated and the residue subjected to chromatography on SiO2 (CH2Cl2 ...